This data is from the Open Reaction Database (ORD), a public repository of structured organic reaction records. The task is: describe an organic reaction: reactants, conditions, products, and yield Reactants: Cl.N1(CCCCC1)CCCOC1=CC=C(C(=O)Cl)C=C1 (4-(3-Piperidin-1-ylpropoxy)benzoyl chloride hydrochloride), C(#N)C1=CC=C2CCNCC2=C1 (7-cyano-1,2,3,4-tetrahydroisoquinoline), CCN(CC)CC1=CC=CC=C1.C=CC1=CC=CC=C1.C=CC1=CC=C(C=C1)C=C (diethylaminomethyl polystyrene). Solvent: C(Cl)Cl (DCM). Reaction conditions: time 16 hour. Product: Cl.N1(CCCCC1)CCCOC1=CC=C(C(=O)N2CC3=CC(=CC=C3CC2)C#N)C=C1 (N-[4-(3-Piperidin-1-ylpropoxy)benzoyl]-7-cyano-1,2,3,4-tetrahydroisoquinoline hydrochloride). Isolated yield 15.5%. As a reaction SMILES: Cl.[N:2]1([CH2:8][CH2:9][CH2:10][O:11][C:12]2[CH:20]=[CH:19][C:15]([C:16]([Cl:18])=[O:17])=[CH:14][CH:13]=2)[CH2:7][CH2:6][CH2:5][CH2:4][CH2:3]1.[C:21]([C:23]1[CH:32]=[C:31]2[C:26]([CH2:27][CH2:28][NH:29][CH2:30]2)=[CH:25][CH:24]=1)#[N:22].CCN(CC1C=CC=CC=1)CC.C=CC1C=CC=CC=1.C=CC1C=CC(C=C)=CC=1>C(Cl)Cl>[ClH:18].[N:2]1([CH2:8][CH2:9][CH2:10][O:11][C:12]2[CH:20]=[CH:19][C:15]([C:16]([N:29]3[CH2:28][CH2:27][C:26]4[C:31](=[CH:32][C:23]([C:21]#[N:22])=[CH:24][CH:25]=4)[CH2:30]3)=[O:17])=[CH:14][CH:13]=2)[CH2:7][CH2:6][CH2:5][CH2:4][CH2:3]1 |f:0.1,3.4.5,7.8|. Procedure details: A solution of 4-(3-piperidin-1-ylpropoxy)benzoyl chloride hydrochloride (D3) (0.14 g) in DCM (10 ml) was added to 7-cyano-1,2,3,4-tetrahydroisoquinoline (WO98/50364) (0.08 g) and diethylaminomethyl polystyrene (0.6 g, 3.2 mmol/g). The mixture was stirred for 16 h then loaded directly onto a silica column and eluted with 0-10% MeOH (containing 10% 0.880 ammonia solution) in DCM. The isolated free base was dissolved in DCM (5 ml) and treated with 4N HCl/dioxane solution (1 ml) with stirring for 10...